This data is from the Open Reaction Database (ORD), a public repository of structured organic reaction records. The task is: describe an organic reaction: reactants, conditions, products, and yield Starting materials: CC1=CC(=O)C(=CO1)O (Allomaltol), CN(C)C (trimethyl amine), C(CCCCCCC)(=O)Cl (Octanoyl chloride). Run in C1CCOC1 (THF). Run at time 5 minute. Product: C(CCCCCCC)(=O)OC1=COC(=CC1=O)C (6-methyl-4-oxo-4H-pyran-3-yl octanoate). The yield is 89.9%. Reaction SMILES: [CH3:1][C:2]1[O:8][CH:7]=[C:6]([OH:9])[C:4](=[O:5])[CH:3]=1.CN(C)C.[C:14](Cl)(=[O:22])[CH2:15][CH2:16][CH2:17][CH2:18][CH2:19][CH2:20][CH3:21]>C1COCC1>[C:14]([O:9][C:6]1[C:4](=[O:5])[CH:3]=[C:2]([CH3:1])[O:8][CH:7]=1)(=[O:22])[CH2:15][CH2:16][CH2:17][CH2:18][CH2:19][CH2:20][CH3:21]. Procedure: Allomaltol (600 mg; 4.76 mmol) was weighed out into a round bottom flask (100 ml) containing a stir-bar. The contents were diluted with anhydrous THF (˜20 ml) and stirred (˜5 min) to afford a solution. Next, trimethyl amine (833 μl; 6.33 mmol; 1.33 equiv.) was added drop-wise and the contents stirred (˜5 min). Octanoyl chloride (770 μl; 724 mg; 4.45 mmol) was then added drop-wise, capped and stirred at room temperature. The reaction was monitored via silica gel TLC. Once complete, the reaction m... The reactants are BrC=1C=C(C=CC1)NC1=NOC=C1 ((3-Bromo-phenyl)-isoxazol-3-yl-amine), N=1C=C(N2C1C=CC=C2)B(O)O (imidazo[1,2-a]pyridine-3-ylboronic acid). Yields the product N=1C=C(N2C1C=CC=C2)C=2C=C(C=CC2)NC2=NOC=C2 ((3-Imidazo[1,2-a]pyridin-3-yl-phenyl)-isoxazol-3-yl-amine). Reaction SMILES: Br[C:2]1[CH:3]=[C:4]([NH:8][C:9]2[CH:13]=[CH:12][O:11][N:10]=2)[CH:5]=[CH:6][CH:7]=1.[N:14]1[CH:15]=[C:16](B(O)O)[N:17]2[CH:22]=[CH:21][CH:20]=[CH:19][C:18]=12>>[N:14]1[CH:15]=[C:16]([C:2]2[CH:3]=[C:4]([NH:8][C:9]3[CH:13]=[CH:12][O:11][N:10]=3)[CH:5]=[CH:6][CH:7]=2)[N:17]2[CH:22]=[CH:21][CH:20]=[CH:19][C:18]=12. Procedure: Prepared using procedure outlined in Procedure H using (3-Bromo-phenyl)-isoxazol-3-yl-amine and imidazo[1,2-a]pyridine-3-ylboronic acid as the coupling partners. Reactants: S(O)(O)(=O)=O (sulfuric acid), OC1CNS(C2=C1C=CS2)(=O)=O (3,4-dihydro-4-hydroxy-2H-thieno[3,2-e]-1,2-thiazine-1,1-dioxide), C(C)#N (acetonitrile), ice water. Conditions: time 0.5 hour. Product: C(C)(=O)NC1CNS(C2=C1C=CS2)(=O)=O (4-acetamido-3,4-dihydro-2H-thieno[3,2-e]-1,2-thiazine-1,1-dioxide). Isolated yield 83.0%. RXN SMILES: O[CH:2]1[C:7]2[CH:8]=[CH:9][S:10][C:6]=2[S:5](=[O:12])(=[O:11])[NH:4][CH2:3]1.S(=O)(=O)(O)[OH:14].[C:18](#[N:20])[CH3:19]>>[C:18]([NH:20][CH:2]1[C:7]2[CH:8]=[CH:9][S:10][C:6]=2[S:5](=[O:12])(=[O:11])[NH:4][CH2:3]1)(=[O:14])[CH3:19]. Procedure: A solution of 3,4-dihydro-4-hydroxy-2H-thieno[3,2-e]-1,2-thiazine-1,1-dioxide (10.26 g, 0.05 mol) in acetonitrile (100 ml) was cooled to 0° C. Then concentrated sulfuric acid (26.6 ml, 0.50 mol) was added dropwise over 1/2 hr. at 0° to 5° C. The reaction mixture was stirred for 1/2 hr. at 5° C. and for 4 hrs. at ambient temperature. The resulting solution was poured into ice water (200 ml). A pale beige solid precipitated and was filtered and dried. Wt. was 10.2 g. Yield 83%. The reactants are CCOC(=O)c1c(C)nn(C)c1SCc1ccccc1, CCO, [K+], [OH-]. Product: Cc1nn(C)c(SCc2ccccc2)c1C(=O)O. As a reaction SMILES: [CH2:3]([c:4]1[cH:5][cH:6][cH:7][cH:8][cH:9]1)[S:10][c:11]1[c:12]([C:18](=[O:19])[O:20][CH2:21][CH3:22])[c:13]([CH3:17])[n:14][n:15]1[CH3:16].[CH3:23][CH2:24][OH:25].[K+:2].[OH-:1]>>[CH2:3]([c:4]1[cH:5][cH:6][cH:7][cH:8][cH:9]1)[S:10][c:11]1[c:12]([C:18](=[O:19])[OH:20])[c:13]([CH3:17])[n:14][n:15]1[CH3:16]. Starting materials: C(C)(C)(C)OC(CC1C(C(C1)C(C)=O)(C)C)=O (3-Acetyl-2,2-dimethylcyclobutylacetic acid tert-butyl ester), C(C1=CN=CC=C1)(=O)OC (methyl nicotinate). Solvent: C1CCOC1 (THF). Run at temperature 5 celsius, time 2 hour. Yields the product C(C)(C)(C)OC(CC1C(C(C1)C(CC(C=1C=NC=CC1)=O)=O)(C)C)=O ([2,2-Dimethyl-3-(3-oxo-3-pyridin-3-yl-propionyl)cyclobutyl]acetic acid tert-butyl ester). The yield is 49.2%. Reaction SMILES: [C:1]([O:5][C:6](=[O:17])[CH2:7][CH:8]1[CH2:11][CH:10]([C:12](=[O:14])[CH3:13])[C:9]1([CH3:16])[CH3:15])([CH3:4])([CH3:3])[CH3:2].[C:18](OC)(=[O:25])[C:19]1[CH:24]=[CH:23][CH:22]=[N:21][CH:20]=1>C1COCC1>[C:1]([O:5][C:6](=[O:17])[CH2:7][CH:8]1[CH2:11][CH:10]([C:12](=[O:14])[CH2:13][C:18](=[O:25])[C:19]2[CH:20]=[N:21][CH:22]=[CH:23][CH:24]=2)[C:9]1([CH3:16])[CH3:15])([CH3:4])([CH3:2])[CH3:3]. Procedure details: Tert-butyl ester 7 (47.7 g, 199 mmol) and methyl nicotinate (27.3 g, 199 mmol) were dissolved in THF (1 L) and cooled to 5° C. KOBut (44.6 g, 398 mmol) was added in 4 portions over 1 h. The reaction was stirred at 0° C. for 2 h. The reaction was quenched with saturated NH4Cl (200 mL) and concentrated to an oil. The residue was dissolved in EtOAc and washed with saturated NH4Cl (300 mL×3). The combined aqueous layers were extracted with EtOAc (100 mL×2). The organic layers were combined and dried...